From a dataset of the Open Reaction Database (ORD), a public repository of structured organic reaction records. describe an organic reaction: reactants, conditions, products, and yield Reactants: O=C(O)C1CCN(C(=O)OCc2ccccc2)CC1, COc1ccc(N)cn1. The reagents and catalysts are C1CCN(C1)C(=[N+]2CCCC2)F.F[P-](F)(F)(F)(F)F (BTFFH), CCN(C(C)C)C(C)C (DIPEA). The solvent is CN(C)C=O (DMF), CN(C)C=O (DMF), CN(C)C=O (DMF), CN(C)C=O (DMF), CN(C)C=O (DMF), CN(C)C=O (DMF). Run at temperature 25 celsius, time 2 hour. The product is COc1ccc(NC(=O)C2CCN(C(=O)OCc3ccccc3)CC2)cn1. Yield: 39.4%. Reaction SMILES: COc1ccc(N)cn1.O=C(O)C1CCN(C(=O)OCc2ccccc2)CC1.C1CCN(C1)C(=[N+]2CCCC2)F.F[P-](F)(F)(F)(F)F.CCN(C(C)C)C(C)C.CN(C)C=O>>COc1ccc(NC(=O)C2CCN(C(=O)OCc3ccccc3)CC2)cn1. Starting materials: C(C)(=O)N1CC2=C(CC1)SC(=C2C(CCCCl)=O)C (5-acetyl-3-(4-chlorobutyryl)-4,5,6,7-tetrahydro-2-methylthieno[3,2-c]pyridine), O.C(C(=O)O)(=O)O (oxalate monohydrate), Cl.FC1=CC2=C(C(=NO2)C2CCNCC2)C=C1 (4-(6-fluoro-1,2-benzisoxazol-3-yl)piperidine hydrochloride). Product: C(C)(=O)N1CC2=C(CC1)SC(=C2C(CCCN2CCC(CC2)C2=NOC1=C2C=CC(=C1)F)=O)C (5-acetyl-3-(4-(4-(6-fluoro-1,2-benzisoxazol-3-yl)piperidin-1-yl)butyryl)-4,5,6,7-tetrahydro-2-methylthieno[3,2-c]pyridine). Procedure: The reaction and procedure were conducted in a similar manner as in Example 24 using 1.6 g of 5-acetyl-3-(4-chlorobutyryl)-4,5,6,7-tetrahydro-2-methylthieno[3,2-c]pyridine and 1.4 g of 4-(6-fluoro-1,2-benzisoxazol-3-yl)piperidine hydrochloride to give 0.6 g of 5-acetyl-3-(4-(4-(6-fluoro-1,2-benzisoxazol-3-yl)piperidin-1-yl)butyryl)-4,5,6,7-tetrahydro-2-methylthieno[3,2-c]pyridine as an oil, m.p. 116°-118° C. as an oxalate monohydrate thereof. Yield: 23.2%. As a reaction SMILES: [C:1]([N:4]1[CH2:9][CH2:8][C:7]2[S:10][C:11]([CH3:19])=[C:12]([C:13](=[O:18])[CH2:14][CH2:15][CH2:16]Cl)[C:6]=2[CH2:5]1)(=[O:3])[CH3:2].Cl.[F:21][C:22]1[CH:36]=[CH:35][C:25]2[C:26]([CH:29]3[CH2:34][CH2:33][NH:32][CH2:31][CH2:30]3)=[N:27][O:28][C:24]=2[CH:23]=1.O.C(O)(=O)C(O)=O>>[C:1]([N:4]1[CH2:9][CH2:8][C:7]2[S:10][C:11]([CH3:19])=[C:12]([C:13](=[O:18])[CH2:14][CH2:15][CH2:16][N:32]3[CH2:31][CH2:30][CH:29]([C:26]4[C:25]5[CH:35]=[CH:36][C:22]([F:21])=[CH:23][C:24]=5[O:28][N:27]=4)[CH2:34][CH2:33]3)[C:6]=2[CH2:5]1)(=[O:3])[CH3:2] |f:1.2,3.4|. RXN SMILES: [H-].[Al+3].[Li+].[H-].[H-].[H-].[F:7][C:8]1[CH:13]=[CH:12][C:11]([O:14][CH3:15])=[CH:10][C:9]=1[C:16]1[C:25]([O:26][CH2:27][CH:28]([CH3:30])[CH3:29])=[CH:24][C:19]([C:20](OC)=[O:21])=[CH:18][N:17]=1.O.[OH-].[Na+]>C(OCC)C>[F:7][C:8]1[CH:13]=[CH:12][C:11]([O:14][CH3:15])=[CH:10][C:9]=1[C:16]1[N:17]=[CH:18][C:19]([CH2:20][OH:21])=[CH:24][C:25]=1[O:26][CH2:27][CH:28]([CH3:30])[CH3:29] |f:0.1.2.3.4.5,8.9|. Conditions: time 30 minute. Isolated yield 78.0%. Reported procedure: To a suspension of lithium aluminum hydride (622 mg) in diethyl ether (20 mL) was added a solution of methyl 6-(2-fluoro-5-methoxyphenyl)-5-isobutoxynicotinate (1.82 g) in diethyl ether (5.0 mL) at 0° C., and the mixture was stirred for 30 min. Water and aqueous sodium hydroxide solution were added to the reaction mixture, and the resulting precipitate was filtered off. The solvent in the filtrate was concentrated, and the residue was recrystallized (ethyl acetate/hexane) to give the title compo... The reactants are FC1=C(C=C(C=C1)OC)C1=NC=C(C(=O)OC)C=C1OCC(C)C (methyl 6-(2-fluoro-5-methoxyphenyl)-5-isobutoxynicotinate), [H-].[Al+3].[Li+].[H-].[H-].[H-] (lithium aluminum hydride), O (Water), [OH-].[Na+] (sodium hydroxide). Yields the product FC1=C(C=C(C=C1)OC)C1=C(C=C(C=N1)CO)OCC(C)C ((6-(2-fluoro-5-methoxyphenyl)-5-isobutoxypyridin-3-yl)methanol). Solvent: C(C)OCC (diethyl ether), C(C)OCC (diethyl ether). The reactants are C#Cc1ccc(C(=O)N2CCOCC2)cc1, CCOC(=O)c1cccc(C#Cc2ccc3c(c2)OCC(C)(C)CO3)c1, CC1(C)COc2ccc(I)cc2OC1. The product is CC1(C)COc2ccc(C#Cc3ccc(C(=O)N4CCOCC4)cc3)cc2OC1. RXN SMILES: [C:27](#[CH:28])[c:29]1[cH:30][cH:31][c:32]([C:35](=[O:36])[N:37]2[CH2:38][CH2:39][O:40][CH2:41][CH2:42]2)[cH:33][cH:34]1.[CH2:1]([O:2][C:3](=[O:4])[c:5]1[cH:6][cH:7][cH:8][c:9]([C:10]#[C:11][c:13]2[cH:14][c:15]3[c:16]([cH:24][cH:25]2)[O:17][CH2:18][C:19]([CH3:22])([CH3:23])[CH2:20][O:21]3)[cH:12]1)[CH3:26].[I:43][c:44]1[cH:45][cH:46][c:47]2[c:55]([cH:56]1)[O:54][CH2:53][C:50]([CH3:51])([CH3:52])[CH2:49][O:48]2>>[c:13]1([C:28]#[C:27][c:29]2[cH:30][cH:31][c:32]([C:35](=[O:36])[N:37]3[CH2:38][CH2:39][O:40][CH2:41][CH2:42]3)[cH:33][cH:34]2)[cH:14][c:15]2[c:16]([cH:24][cH:25]1)[O:17][CH2:18][C:19]([CH3:22])([CH3:23])[CH2:20][O:21]2.